From a dataset of the Open Reaction Database (ORD), a public repository of structured organic reaction records. describe an organic reaction: reactants, conditions, products, and yield The reactants are BrC=1C=C(C=NC1)NC1=C(C(=NC2=CC(=CC(=C12)F)F)C1=NC=CC=C1)C (N-(5-bromo-3-pyridinyl)-5,7-difluoro-3-methyl-2-(2-pyridinyl)-4-quinolinamine), CC1(OB(OC1(C)C)C=1CCOCC1)C (4-(4,4,5,5-tetramethyl-1,3,2-dioxaborolan-2-yl)-3,6-dihydro-2H-pyran), C1(CCCCC1)P(C1(C(=C(C=CC1)OC)C1=CC=CC=C1)OC)C1CCCCC1 (2-dicyclohexylphosphino-2,6-dimethoxybiphenyl), [O-]P(=O)([O-])[O-].[K+].[K+].[K+] (potassium phosphate tribasic). The reagents and catalysts are C(C)(=O)[O-].[Pd+2].C(C)(=O)[O-] (palladium(II) acetate). The solvent is CN(C)C=O (DMF), O (water). Reaction conditions: temperature 90 celsius, time 21.5 hour. Yields the product O1CCC(=CC1)C=1C=C(C=NC1)NC1=C(C(=NC2=CC(=CC(=C12)F)F)C1=NC=CC=C1)C (N-(5-(3,6-dihydro-2H-pyran-4-yl)-3-pyridinyl)-5,7-difluoro-3-methyl-2-(2-pyridinyl)-4-quinolinamine). RXN SMILES: Br[C:2]1[CH:3]=[C:4]([NH:8][C:9]2[C:18]3[C:13](=[CH:14][C:15]([F:20])=[CH:16][C:17]=3[F:19])[N:12]=[C:11]([C:21]3[CH:26]=[CH:25][CH:24]=[CH:23][N:22]=3)[C:10]=2[CH3:27])[CH:5]=[N:6][CH:7]=1.CC1(C)C(C)(C)OB([C:36]2[CH2:37][CH2:38][O:39][CH2:40][CH:41]=2)O1.C1(P(C2CCCCC2)C2(OC)CC=CC(OC)=C2C2C=CC=CC=2)CCCCC1.[O-]P([O-])([O-])=O.[K+].[K+].[K+]>CN(C=O)C.O.C([O-])(=O)C.[Pd+2].C([O-])(=O)C>[O:39]1[CH2:38][CH:37]=[C:36]([C:2]2[CH:3]=[C:4]([NH:8][C:9]3[C:18]4[C:13](=[CH:14][C:15]([F:20])=[CH:16][C:17]=4[F:19])[N:12]=[C:11]([C:21]4[CH:26]=[CH:25][CH:24]=[CH:23][N:22]=4)[C:10]=3[CH3:27])[CH:5]=[N:6][CH:7]=2)[CH2:41][CH2:40]1 |f:3.4.5.6,9.10.11|. Procedure details: A mixture of N-(5-bromo-3-pyridinyl)-5,7-difluoro-3-methyl-2-(2-pyridinyl)-4-quinolinamine (38.0 mg, 0.089 mmol), 4-(4,4,5,5-tetramethyl-1,3,2-dioxaborolan-2-yl)-3,6-dihydro-2H-pyran (29.1 mg, 0.139 mmol), 2-dicyclohexylphosphino-2,6-dimethoxybiphenyl (S-Phos) (7.7 mg, 0.019 mmol), palladium(II) acetate (6.9 mg, 10.24 μmol), and potassium phosphate tribasic (60.4 mg, 0.29 mmol) in DMF (1 mL) and water (0.05 mL) was degassed by nitrogen. The mixture was heated to 90° C. After 21.5 h, the reaction... Reactants: NC([C@H](CC1=CC=C(C=C1)B1OC(C(O1)(C)C)(C)C)NC(=O)C1(CCOCC1)NC(OC(C)(C)C)=O)=O ((S)-tert-Butyl 4-(1-amino-1-oxo-3-(4-(4,4,5,5-tetramethyl-1,3,2-dioxaborolan-2-yl)phenyl)propan-2-ylcarbamoyl)tetrahydro-2H-pyran-4-ylcarbamate), BrC1=CC=C2CN(C(C2=C1)=O)C (6-Bromo-2-methylisoindolin-1-one), C(C)(=O)[O-].[K+] (potassium acetate), 1,1 bis(di-tert-butylphosphino)ferrocene palladium dichloride. Run in C(C)#N (acetonitrile), O (water), O (water). The product is NC([C@H](CC1=CC=C(C=C1)C=1C=C2C(N(CC2=CC1)C)=O)NC(=O)C1(CCOCC1)NC(OC(C)(C)C)=O)=O ((S)-tert-Butyl 4-(1-amino-3-(4-(2-methyl-3-oxoisoindolin-5-yl)phenyl)-1-oxopropan-2-ylcarbamoyl)tetrahydro-2H-pyran-4-ylcarbamate). The yield is 64.3%. Reaction SMILES: [NH2:1][C:2](=[O:37])[C@@H:3]([NH:20][C:21]([C:23]1([NH:29][C:30](=[O:36])[O:31][C:32]([CH3:35])([CH3:34])[CH3:33])[CH2:28][CH2:27][O:26][CH2:25][CH2:24]1)=[O:22])[CH2:4][C:5]1[CH:10]=[CH:9][C:8](B2OC(C)(C)C(C)(C)O2)=[CH:7][CH:6]=1.Br[C:39]1[CH:47]=[C:46]2[C:42]([CH2:43][N:44]([CH3:49])[C:45]2=[O:48])=[CH:41][CH:40]=1.C([O-])(=O)C.[K+]>C(#N)C.O>[NH2:1][C:2](=[O:37])[C@@H:3]([NH:20][C:21]([C:23]1([NH:29][C:30](=[O:36])[O:31][C:32]([CH3:33])([CH3:35])[CH3:34])[CH2:28][CH2:27][O:26][CH2:25][CH2:24]1)=[O:22])[CH2:4][C:5]1[CH:6]=[CH:7][C:8]([C:39]2[CH:47]=[C:46]3[C:42](=[CH:41][CH:40]=2)[CH2:43][N:44]([CH3:49])[C:45]3=[O:48])=[CH:9][CH:10]=1 |f:2.3|. Procedure details: (S)-tert-Butyl 4-(1-amino-1-oxo-3-(4-(4,4,5,5-tetramethyl-1,3,2-dioxaborolan-2-yl)phenyl)propan-2-ylcarbamoyl)tetrahydro-2H-pyran-4-ylcarbamate (Example 16, step (i), 300 mg), 6-bromo-2-methylisoindolin-1-one (Example 30, step (i), 131 mg) and potassium acetate (171 mg) in a mixture of acetonitrile (15 mL) and water (5 mL) was stirred under nitrogen at 90° C. with 1,1 bis(di-tert-butylphosphino)ferrocene palladium dichloride (378 mg). After 4 h the reaction mixture was cooled to room temperature... Reactants: C(CO)O (Ethylene glycol), [OH-].[Ba+2].[OH-] (barium hydroxide), [K].C(C)(C)(C)C1=CC=C(C=C1)S(=O)(=O)NC1=NC(=NC(=C1OC1=C(C=CC=C1)OC)Cl)C1=NC=CC=N1 (p-tert-butyl-N-[6-chloro-5-(2-methoxy-phenoxy)-[2,2′-bipyrimidin]-4-yl]benzenesulfonamide potassium salt), [OH-].[Ba+2].[OH-] (barium hydroxide). The solvent is C1(=CC=CC=C1)C (toluene). Run at temperature 110 celsius, time 4 hour. Yields the product barium salt, CC(C)(C)C=1C=CC(=CC1)S(=O)(=O)NC=2C(=C(N=C(N2)C=3N=CC=CN3)OCCO)OC=4C=CC=CC4OC (bosentan). As a reaction SMILES: [K].[C:2]([C:6]1[CH:11]=[CH:10][C:9]([S:12]([NH:15][C:16]2[C:21]([O:22][C:23]3[CH:28]=[CH:27][CH:26]=[CH:25][C:24]=3[O:29][CH3:30])=[C:20](Cl)[N:19]=[C:18]([C:32]3[N:37]=[CH:36][CH:35]=[CH:34][N:33]=3)[N:17]=2)(=[O:14])=[O:13])=[CH:8][CH:7]=1)([CH3:5])([CH3:4])[CH3:3].[OH-].[Ba+2].[OH-].[CH2:41]([OH:44])[CH2:42][OH:43]>C1(C)C=CC=CC=1>[CH3:3][C:2]([C:6]1[CH:11]=[CH:10][C:9]([S:12]([NH:15][C:16]2[C:21]([O:22][C:23]3[CH:28]=[CH:27][CH:26]=[CH:25][C:24]=3[O:29][CH3:30])=[C:20]([O:43][CH2:42][CH2:41][OH:44])[N:19]=[C:18]([C:32]3[N:37]=[CH:36][CH:35]=[CH:34][N:33]=3)[N:17]=2)(=[O:14])=[O:13])=[CH:8][CH:7]=1)([CH3:5])[CH3:4] |f:0.1,2.3.4,^1:0|. Procedure details: 5 gms of p-tert-butyl-N-[6-chloro-5-(2-methoxy-phenoxy)-[2,2′-bipyrimidin]-4-yl]benzenesulfonamide potassium salt and barium hydroxide (0.75 gms) were charged to a reaction vessel. Ethylene glycol (15 ml) and toluene (75 ml) were added thereto. The reaction mass was heated at a temperature of 110° C. for 2 hours. Further, 0.75 gms of barium hydroxide was added and heating was continued for another 4 hours. After completion of the reaction, the solid was filtered and isolated as barium salt of bo... The reactants are NC1=C(C(=O)NCCCCN2CCC(=CC2)C2=CC=CC=C2)C=CC(=C1)CN1CCN(CC1)C (2-amino-4-(4-methylpiperazin-1-ylmethyl)-N-[4-(4-phenyl-1,2,3,6-tetrahydropyridin 1-yl)butyl]benzamide), C(=O)(N1C=NC=C1)N1C=NC=C1 (carbonyldiimidazole). The solvent is O1CCCC1 (tetrahydrofuran). The product is CN1CCN(CC1)CC1=CC=C2C(N(C(NC2=C1)=O)CCCCN1CCC(=CC1)C1=CC=CC=C1)=O (7-(4-methylpiperazin-1-ylmethyl)-3-[4-(4-phenyl-1,2,3,6-tetrahydropyridin 1-yl)butyl]-1,2,3,4-tetrahydroquinazoline-2,4-dione). Yield: 60.6%. Reaction SMILES: [NH2:1][C:2]1[CH:26]=[C:25]([CH2:27][N:28]2[CH2:33][CH2:32][N:31]([CH3:34])[CH2:30][CH2:29]2)[CH:24]=[CH:23][C:3]=1[C:4]([NH:6][CH2:7][CH2:8][CH2:9][CH2:10][N:11]1[CH2:16][CH:15]=[C:14]([C:17]2[CH:22]=[CH:21][CH:20]=[CH:19][CH:18]=2)[CH2:13][CH2:12]1)=[O:5].[C:35](N1C=CN=C1)(N1C=CN=C1)=[O:36]>O1CCCC1>[CH3:34][N:31]1[CH2:32][CH2:33][N:28]([CH2:27][C:25]2[CH:26]=[C:2]3[C:3]([C:4](=[O:5])[N:6]([CH2:7][CH2:8][CH2:9][CH2:10][N:11]4[CH2:12][CH:13]=[C:14]([C:17]5[CH:22]=[CH:21][CH:20]=[CH:19][CH:18]=5)[CH2:15][CH2:16]4)[C:35](=[O:36])[NH:1]3)=[CH:23][CH:24]=2)[CH2:29][CH2:30]1. Procedure: A mixture of 2-amino-4-(4-methylpiperazin-1-ylmethyl)-N-[4-(4-phenyl-1,2,3,6-tetrahydropyridin 1-yl)butyl]benzamide (0.25 g), carbonyldiimidazole (0.45 g) and dry tetrahydrofuran (10 ml) was stirred under reflux for 14 hours. After evaporation of the solvent, the crude residue was taken up with ethyl acetate, washed with water, dried over magnesium sulfate and evaporated to give crystals. Recrystallization from ethanol afforded 7-(4-methylpiperazin-1-ylmethyl)-3-[4-(4-phenyl-1,2,3,6-tetrahydropy... Starting materials: COC(=O)c1ccc(Br)cc1OC, CO, Cl, [K+], [OH-], O. The product is COc1cc(Br)ccc1C(=O)O. As a reaction SMILES: [Br:1][c:2]1[cH:3][c:4]([O:12][CH3:13])[c:5]([C:6](=[O:7])[O:8][CH3:9])[cH:10][cH:11]1.[CH3:18][OH:19].[ClH:16].[K+:15].[OH-:14].[OH2:17]>>[Br:1][c:2]1[cH:3][c:4]([O:12][CH3:13])[c:5]([C:6](=[O:7])[OH:8])[cH:10][cH:11]1. Starting materials: C1(=CC=CC=C1)S(=O)(=O)N1C=C(C=2C1=NC=C(C2)Cl)I (1-benzenesulfonyl-5-chloro-3-iodo-1H-pyrrolo[2,3-b]pyridine), C1(=CC=CC=C1)S(=O)(=O)N1C=C(C=2C1=NC=CC2)I (1-benzenesulfonyl-3-iodo-1H-pyrrolo[2,3-b]pyridine). Product: C1(=CC=CC=C1)S(=O)(=O)N1C=C(C=2C1=NC=CC2)CC=2C=NC(=NC2)S(=O)(=O)C (1-Benzenesulfonyl-3-(2-methanesulfonyl-pyrimidin-5-ylmethyl)-1H-pyrrolo[2,3-b]pyridine). Reaction SMILES: [C:1]1([S:7]([N:10]2[C:14]3=[N:15][CH:16]=[C:17](Cl)[CH:18]=[C:13]3[C:12](I)=[CH:11]2)(=[O:9])=[O:8])[CH:6]=[CH:5][CH:4]=[CH:3][CH:2]=1.C1(S([N:30]2[C:34]3=[N:35][CH:36]=[CH:37][CH:38]=C3C(I)=[CH:31]2)(=O)=O)C=CC=CC=1>>[C:1]1([S:7]([N:10]2[C:14]3=[N:15][CH:16]=[CH:17][CH:18]=[C:13]3[C:12]([CH2:38][C:37]3[CH:36]=[N:35][C:34]([S:7]([CH3:1])(=[O:9])=[O:8])=[N:30][CH:31]=3)=[CH:11]2)(=[O:9])=[O:8])[CH:6]=[CH:5][CH:4]=[CH:3][CH:2]=1. Reported procedure: was prepared following the protocol of Scheme 191, substituting 1 benzenesulfonyl-5-chloro-3-iodo-1H-pyrrolo[2,3-b]pyridine 581 with 1-benzenesulfonyl-3-iodo-1H-pyrrolo[2,3-b]pyridine in Step 1. Starting materials: solution, CSC (dimethylsulphide), C(C1=CC=CC=C1)=NS(=O)(=O)C1=CC=C(C=C1)C (N-benzylidene-toluene-p-sulphonamide), C1(=CC=CC=C1)C=[N+]=[N-] (phenyldiazomethane). Reagents/catalysts: C(C)(=O)[O-].[Rh+2].C(C)(=O)[O-] (rhodium (II) acetate). Run in C(C)(C)(C)OC (t-butylmethylether), ClCCl (dichloromethane). The product is C1(=CC=CC=C1)C1N(C1C1=CC=CC=C1)S(=O)(=O)C1=CC=C(C=C1)C (2,3-Diphenyl-1-(4-methylphenylsulphonyl)aziridine). Reaction SMILES: CSC.[CH:4](=[N:11][S:12]([C:15]1[CH:20]=[CH:19][C:18]([CH3:21])=[CH:17][CH:16]=1)(=[O:14])=[O:13])[C:5]1[CH:10]=[CH:9][CH:8]=[CH:7][CH:6]=1.[C:22]1([CH:28]=[N+]=[N-])[CH:27]=[CH:26][CH:25]=[CH:24][CH:23]=1>ClCCl.C(OC)(C)(C)C.C([O-])(=O)C.[Rh+2].C([O-])(=O)C>[C:5]1([CH:4]2[CH:28]([C:22]3[CH:27]=[CH:26][CH:25]=[CH:24][CH:23]=3)[N:11]2[S:12]([C:15]2[CH:16]=[CH:17][C:18]([CH3:21])=[CH:19][CH:20]=2)(=[O:14])=[O:13])[CH:6]=[CH:7][CH:8]=[CH:9][CH:10]=1 |f:5.6.7|. Reported procedure: To a stirred solution of dimethylsulphide (7 μl, 0.1 mmol), rhodium (II) acetate (2 mg, 0.005 mmol) and N-benzylidene-toluene-p-sulphonamide (131 mg, 0.5 mmol; J. C. S. Perkin I (1981) 2435-2442) in dichloromethane (2 ml) was added phenyldiazomethane (prepared as in Example 36; 8.11 ml of a 0.074M solution in t-butylmethylether) over a period of 12 hours. Upon completion of the addition, the solvent was removed in vacuo and the residue chromatographed using silica gel eluting with 15:85 ethyl ac...